From a dataset of the Open Reaction Database (ORD), a public repository of structured organic reaction records. describe an organic reaction: reactants, conditions, products, and yield Reactants: ClCCl (dichloromethane), [Si](C)(C)(C(C)(C)C)O[C@@H](CN[C@@H](CC=1C=C(C=CC1)CCC(=O)NCC1=C(C=CC=C1)OCC)C)C1=CC(=C(C=C1)O)CO (3-{3-[(2R)-2-({(2R)-2-{[tert-butyl(dimethyl)silyl]oxy}-2-[4-hydroxy-3-(hydroxymethyl)phenyl]ethyl}amino)propyl]phenyl}-N-(2-ethoxybenzyl)propanamide), CO.O (methanol water). The solvent is CO (methanol). Product: N (ammonia), C(C)OC1=C(CNC(CCC2=CC(=CC=C2)C[C@@H](C)NC[C@@H](C2=CC(=C(C=C2)O)CO)O)=O)C=CC=C1 (N-(2-Ethoxybenzyl)-3-{3-[(2R)-2-({(2R)-2-hydroxy-2-[4-hydroxy-3-(hydroxymethyl)phenyl]ethyl}amino)propyl]phenyl}propanamide). RXN SMILES: [Si]([O:8][C@H:9]([C:36]1[CH:41]=[CH:40][C:39]([OH:42])=[C:38]([CH2:43][OH:44])[CH:37]=1)[CH2:10][NH:11][C@H:12]([CH3:35])[CH2:13][C:14]1[CH:15]=[C:16]([CH2:20][CH2:21][C:22]([NH:24][CH2:25][C:26]2[CH:31]=[CH:30][CH:29]=[CH:28][C:27]=2[O:32][CH2:33][CH3:34])=[O:23])[CH:17]=[CH:18][CH:19]=1)(C(C)(C)C)(C)C.CO.O.ClCCl>CO>[NH3:11].[CH2:33]([O:32][C:27]1[CH:28]=[CH:29][CH:30]=[CH:31][C:26]=1[CH2:25][NH:24][C:22](=[O:23])[CH2:21][CH2:20][C:16]1[CH:17]=[CH:18][CH:19]=[C:14]([CH2:13][C@H:12]([NH:11][CH2:10][C@H:9]([OH:8])[C:36]2[CH:41]=[CH:40][C:39]([OH:42])=[C:38]([CH2:43][OH:44])[CH:37]=2)[CH3:35])[CH:15]=1)[CH3:34] |f:1.2|. Procedure details: Prepared from 3-{3-[(2R)-2-({(2R)-2-{[tert-butyl(dimethyl)silyl]oxy}-2-[4-hydroxy-3-(hydroxymethyl)phenyl]ethyl}amino)propyl]phenyl}-N-(2-ethoxybenzyl)propanamide (Preparation 47) according to the method for example 1 using methanol:water (2.4:1 v/v) instead of acetic acid as solvent and using dichloromethane:methanol: 880 ammonia (94:6:0.6 by volume) as the column eluent to give the title compound as a white solid.